This data is from the Open Reaction Database (ORD), a public repository of structured organic reaction records. The task is: describe an organic reaction: reactants, conditions, products, and yield Starting materials: C[Si](C)(C)CCOCn1ccc2c(-c3cnn(C(CC#N)c4cncc(Br)c4)c3)ncnc21, O=C([O-])O, C1COCCO1, [Na+], O, OB(O)c1ccccc1, c1ccc(P(c2ccccc2)(c2ccccc2)[Pd](P(c2ccccc2)(c2ccccc2)c2ccccc2)(P(c2ccccc2)(c2ccccc2)c2ccccc2)P(c2ccccc2)(c2ccccc2)c2ccccc2)cc1. The product is C[Si](C)(C)CCOCn1ccc2c(-c3cnn(C(CC#N)c4cncc(-c5ccccc5)c4)c3)ncnc21. As a reaction SMILES: [Br:1][c:2]1[cH:3][c:4]([CH:8]([CH2:9][C:10]#[N:11])[n:12]2[n:13][cH:14][c:15](-[c:17]3[c:18]4[c:19]([n:20][cH:21][n:22]3)[n:23]([CH2:26][O:27][CH2:28][CH2:29][Si:30]([CH3:31])([CH3:32])[CH3:33])[cH:24][cH:25]4)[cH:16]2)[cH:5][n:6][cH:7]1.[C:49](=[O:50])([OH:51])[O-:52].[CH2:34]1[O:35][CH2:36][CH2:37][O:38][CH2:39]1.[Na+:53].[OH2:54].[OH:40][B:41]([OH:42])[c:43]1[cH:44][cH:45][cH:46][cH:47][cH:48]1.[cH:55]1[cH:56][cH:57][c:58]([P:59]([Pd:60]([P:61]([c:62]2[cH:63][cH:64][cH:65][cH:66][cH:67]2)([c:68]2[cH:69][cH:70][cH:71][cH:72][cH:73]2)[c:74]2[cH:75][cH:76][cH:77][cH:78][cH:79]2)([P:80]([c:81]2[cH:82][cH:83][cH:84][cH:85][cH:86]2)([c:87]2[cH:88][cH:89][cH:90][cH:91][cH:92]2)[c:93]2[cH:94][cH:95][cH:96][cH:97][cH:98]2)[P:99]([c:100]2[cH:101][cH:102][cH:103][cH:104][cH:105]2)([c:106]2[cH:107][cH:108][cH:109][cH:110][cH:111]2)[c:112]2[cH:113][cH:114][cH:115][cH:116][cH:117]2)([c:118]2[cH:119][cH:120][cH:121][cH:122][cH:123]2)[c:124]2[cH:125][cH:126][cH:127][cH:128][cH:129]2)[cH:130][cH:131]1>>[c:2]1(-[c:43]2[cH:44][cH:45][cH:46][cH:47][cH:48]2)[cH:3][c:4]([CH:8]([CH2:9][C:10]#[N:11])[n:12]2[n:13][cH:14][c:15](-[c:17]3[c:18]4[c:19]([n:20][cH:21][n:22]3)[n:23]([CH2:26][O:27][CH2:28][CH2:29][Si:30]([CH3:31])([CH3:32])[CH3:33])[cH:24][cH:25]4)[cH:16]2)[cH:5][n:6][cH:7]1. The reactants are [BH3-]C#N, CCc1cccc(CC)c1C=O, CO, [Cl-], [Cl-], Cc1cc(N)c2nc(C)c(C)n2c1, [Na+], [Zn+2]. Yields the product CCc1cccc(CC)c1CNc1cc(C)cn2c(C)c(C)nc12. As a reaction SMILES: [C:26]([BH3-:27])#[N:28].[CH2:14]([CH3:15])[c:16]1[c:17]([CH:18]=[O:19])[c:20]([CH2:24][CH3:25])[cH:21][cH:22][cH:23]1.[CH3:30][OH:31].[Cl-:32].[Cl-:34].[NH2:1][c:2]1[c:3]2[n:4]([cH:5][c:6]([CH3:8])[cH:7]1)[c:9]([CH3:13])[c:10]([CH3:12])[n:11]2.[Na+:29].[Zn+2:33]>>[NH:1]([c:2]1[c:3]2[n:4]([cH:5][c:6]([CH3:8])[cH:7]1)[c:9]([CH3:13])[c:10]([CH3:12])[n:11]2)[CH2:18][c:17]1[c:16]([CH2:14][CH3:15])[cH:23][cH:22][cH:21][c:20]1[CH2:24][CH3:25]. Reactants: COC(=O)c1cc(Br)ccc1F, O=C([O-])[O-], COCCOC, [K+], [K+], CC(C)(C)OC(=O)NCc1cc(B2OC(C)(C)C(C)(C)O2)ccc1O. Product: COC(=O)c1cc(-c2ccc(O)c(CNC(=O)OC(C)(C)C)c2)ccc1F. As a reaction SMILES: [Br:26][c:27]1[cH:28][c:29]([C:30](=[O:31])[O:32][CH3:33])[c:34]([F:37])[cH:35][cH:36]1.[C:38](=[O:39])([O-:40])[O-:41].[CH2:44]([CH2:45][O:46][CH3:47])[O:48][CH3:49].[K+:42].[K+:43].[OH:1][c:2]1[c:3]([CH2:4][NH:5][C:6]([O:7][C:8]([CH3:9])([CH3:10])[CH3:11])=[O:12])[cH:13][c:14]([B:17]2[O:18][C:19]([CH3:20])([CH3:21])[C:22]([CH3:23])([CH3:24])[O:25]2)[cH:15][cH:16]1>>[OH:1][c:2]1[c:3]([CH2:4][NH:5][C:6]([O:7][C:8]([CH3:9])([CH3:10])[CH3:11])=[O:12])[cH:13][c:14](-[c:27]2[cH:28][c:29]([C:30](=[O:31])[O:32][CH3:33])[c:34]([F:37])[cH:35][cH:36]2)[cH:15][cH:16]1.